describe an organic reaction: reactants, conditions, products, and yield From a dataset of the Open Reaction Database (ORD), a public repository of structured organic reaction records. The reactants are FC(C=1C=C(C(=O)N2CCC3(C(NCN3C3=C(C=CC=C3)C)=O)CC2)C=C(C1)C(F)(F)F)(F)F (8-(3,5-bis-trifluoromethyl-benzoyl)-1-o-tolyl-1,3,8-triaza-spiro[4.5]decan-4-one), (3-bromoethoxy)-tert.-butyldimethylsilane. HCl, C(C)O (ethanol). Yields the product FC(C=1C=C(C(=O)N2CCC3(C(N(CN3C3=C(C=CC=C3)C)CCO)=O)CC2)C=C(C1)C(F)(F)F)(F)F (8-(3,5-Bis-trifluoromethyl-benzoyl)-3-(2-hydroxy-ethyl)-1-o-tolyl-1,3,8-triaza-spiro[4.5]decan-4-one). Reaction SMILES: [F:1][C:2]([F:34])([F:33])[C:3]1[CH:4]=[C:5]([CH:26]=[C:27]([C:29]([F:32])([F:31])[F:30])[CH:28]=1)[C:6]([N:8]1[CH2:25][CH2:24][C:11]2([N:15]([C:16]3[CH:21]=[CH:20][CH:19]=[CH:18][C:17]=3[CH3:22])[CH2:14][NH:13][C:12]2=[O:23])[CH2:10][CH2:9]1)=[O:7].[CH2:35]([OH:37])[CH3:36]>>[F:34][C:2]([F:1])([F:33])[C:3]1[CH:4]=[C:5]([CH:26]=[C:27]([C:29]([F:32])([F:31])[F:30])[CH:28]=1)[C:6]([N:8]1[CH2:25][CH2:24][C:11]2([N:15]([C:16]3[CH:21]=[CH:20][CH:19]=[CH:18][C:17]=3[CH3:22])[CH2:14][N:13]([CH2:36][CH2:35][OH:37])[C:12]2=[O:23])[CH2:10][CH2:9]1)=[O:7]. Procedure: The title compound, MS: m/e=530.2 (M+H+), was prepared in accordance with the general method of example 4 from 8-(3,5-bis-trifluoromethyl-benzoyl)-1-o-tolyl-1,3,8-triaza-spiro[4.5]decan-4-one and (3-bromoethoxy)-tert.-butyldimethylsilane. HCl in ethanol (3% conc.) cleaved the intermediate TBDMS-ether. The reactants are ClCCl, O=C(O)C(F)(F)F, CC(C)(C)OC(=O)CN(CCc1ccc(S(N)(=O)=O)cc1)Cc1ccccn1. Product: NS(=O)(=O)c1ccc(CCN(CC(=O)O)Cc2ccccn2)cc1. As a reaction SMILES: [Cl:29][CH2:30][Cl:31].[F:32][C:33]([F:34])([F:35])[C:36]([OH:37])=[O:38].[n:1]1[c:2]([CH2:7][N:8]([CH2:9][C:10](=[O:11])[O:12][C:13]([CH3:14])([CH3:15])[CH3:16])[CH2:17][CH2:18][c:19]2[cH:20][cH:21][c:22]([S:25]([NH2:26])(=[O:27])=[O:28])[cH:23][cH:24]2)[cH:3][cH:4][cH:5][cH:6]1>>[n:1]1[c:2]([CH2:7][N:8]([CH2:9][C:10](=[O:11])[OH:12])[CH2:17][CH2:18][c:19]2[cH:20][cH:21][c:22]([S:25]([NH2:26])(=[O:27])=[O:28])[cH:23][cH:24]2)[cH:3][cH:4][cH:5][cH:6]1.